This data is from the Open Reaction Database (ORD), a public repository of structured organic reaction records. The task is: describe an organic reaction: reactants, conditions, products, and yield Reactants: BrC=1C=C(C(=NC1)Cl)NS(=O)(=O)C (N-(5-Bromo-2-chloro-3-pyridinyl)methanesulfonamide), C(C)(=O)[O-].[K+] (potassium acetate), CC1(OB(OC1(C)C)B1OC(C(O1)(C)C)(C)C)C (4,4,4′,4′,5,5,5′,5′-octamethyl-2,2′-bi-1,3,2-dioxaborolane), C(C)(=O)[O-].[K+] (potassium acetate), CC1(OB(OC1(C)C)B1OC(C(O1)(C)C)(C)C)C (4,4,4′,4′,5,5,5′,5′-octamethyl-2,2′-bi-1,3,2-dioxaborolane). The reagents and catalysts are [Pd](Cl)Cl.C1(=CC=CC=C1)P([C-]1C=CC=C1)C1=CC=CC=C1.[C-]1(C=CC=C1)P(C1=CC=CC=C1)C1=CC=CC=C1.[Fe+2] (1,1′-bis(diphenylphosphino)ferrocene palladium dichloride), catalyst. The solvent is O1CCOCC1 (1,4-dioxane). Conditions: temperature 90 celsius, time 5 hour. The product is ClC1=C(C=C(C=N1)B(O)O)NS(=O)(=O)C ({6-Chloro-5-[(methylsulfonyl)amino]-3-pyridinyl}boronic acid). Isolated yield 111.7%. As a reaction SMILES: Br[C:2]1[CH:3]=[C:4]([NH:9][S:10]([CH3:13])(=[O:12])=[O:11])[C:5]([Cl:8])=[N:6][CH:7]=1.C([O-])(=O)C.[K+].CC1(C)C(C)(C)[O:23][B:22](B2OC(C)(C)C(C)(C)O2)[O:21]1>O1CCOCC1.[Pd](Cl)Cl.C1(P(C2C=CC=CC=2)[C-]2C=CC=C2)C=CC=CC=1.[C-]1(P(C2C=CC=CC=2)C2C=CC=CC=2)C=CC=C1.[Fe+2]>[Cl:8][C:5]1[N:6]=[CH:7][C:2]([B:22]([OH:23])[OH:21])=[CH:3][C:4]=1[NH:9][S:10]([CH3:13])(=[O:12])=[O:11] |f:1.2,5.6.7.8|. Procedure: N-(5-Bromo-2-chloro-3-pyridinyl)methanesulfonamide (5 g, 17.51 mmol), potassium acetate (5.16 g, 52.5 mmol), 4,4,4′,4′,5,5,5′,5′-octamethyl-2,2′-bi-1,3,2-dioxaborolane (4.89 g, 19.26 mmol) and 1,1′-bis(diphenylphosphino)ferrocene palladium dichloride (1.281 g, 1.751 mmol) were placed in 1,4-dioxane (51 ml) and the mixture heated for 16 h at 90° C. The reaction was left stirring at 90° C. for a further 5 h. Further catalyst (0.3 g), potassium acetate (1.7 g) and 4,4,4′,4′,5,5,5′,5′-octamethyl-2,2... Reactants: CO (methanol), C(=O)=O (carbon dioxide), C([O-])(O)=O.[Na+] (sodium bicarbonate), N1=C(Cl)N=C(Cl)N=C1Cl (cyanuric chloride). Run in O (water), O (water). The product is ClC1=NC(=NC(=N1)Cl)OC (2,4-Dichloro-6-Methoxy-s-Triazine). Yield: 58.0%. Reaction SMILES: CO.[C:3](=[O:6])(O)[O-].[Na+].[N:8]1[C:15]([Cl:16])=[N:14][C:12](Cl)=[N:11][C:9]=1[Cl:10].C(=O)=O>O>[Cl:10][C:9]1[N:8]=[C:15]([Cl:16])[N:14]=[C:12]([O:6][CH3:3])[N:11]=1 |f:1.2|. Procedure details: To 200 ml. of methanol and 25 ml. of water were added 33.6 g. (0.4 mole) of sodium bicarbonate and 36.8 g. (0.2 mole) of cyanuric chloride. This mixture was stirred at 30°C. for 30 minutes until the evolution of carbon dioxide had nearly ceased, and water was then added. The crystalline solid which separated was filtered, washed with water, and dried in a vacuum desiccator. The yield of crude 2,4-dichloro-6-methoxy-s-triazine was 10.5 g. (58% yield), m.p. 87°-89°C. After recyrstallization of the... RXN SMILES: [F:1][C:2]1[C:3]([C:10]2[C:14]([Cl:15])=[C:13]([O:16][CH:17]([F:19])[F:18])[N:12]([CH3:20])[N:11]=2)=[N:4][C:5](Cl)=[C:6]([Cl:8])[CH:7]=1.[CH2:21]([OH:24])[C:22]#[CH:23]>C(N(CC)CC)C>[F:1][C:2]1[C:3]([C:10]2[C:14]([Cl:15])=[C:13]([O:16][CH:17]([F:19])[F:18])[N:12]([CH3:20])[N:11]=2)=[N:4][C:5]([C:23]#[C:22][CH2:21][OH:24])=[C:6]([Cl:8])[CH:7]=1. Solvent: C(C)N(CC)CC (triethylamine). Reactants: FC=1C(=NC(=C(C1)Cl)Cl)C1=NN(C(=C1Cl)OC(F)F)C (3-(3-fluoro-5,6-dichloro-2-pyridyl)-4-chloro-5difluoromethoxy-1-methyl-[1H]-pyrazole), C(C#C)O (propargyl alcohol). Run at temperature 67 celsius, time 8 hour. The product is FC=1C(=NC(=C(C1)Cl)C#CCO)C1=NN(C(=C1Cl)OC(F)F)C (3-(3-Fluoro-5chloro-6-(1-hydroxy-2-propyn-3-yl)-2-pyridyl)4-chloro-5-difluoromethoxy-1-methyl-[1H]-pyrazole). Reported procedure: 2.0 of 3-(3-fluoro-5,6-dichloro-2-pyridyl)-4-chloro-5difluoromethoxy-1-methyl-[1H]-pyrazole (Example H21) are initially introduced into 15 ml of triethylamine, and 0.37 ml of propargyl alcohol is added. The mixture is then evacuated and gassed with argon 3 times under a partial water pump vacuum. Thereafter, 0.03 g of copper(I) iodide and 0.12 g of bis-triphenylphosphine-palladium dichloride (PdCl2(PPH3)2) are added and the mixture is stirred overnight at 67° C. under argon. The following day, a... Starting materials: COC(=O)CC(CCC(=O)OC)OCC1=C(C=CC=C1)F (2-(2-fluorobenzyloxy)-butane-1,4-dicarboxylic acid dimethyl ester), [H-].[Al+3].[Li+].[H-].[H-].[H-] (lithium aluminium hydride), CCOCC (ether), ice water. Product: FC1=C(COC(CO)CCO)C=CC=C1 (2-(2-fluorobenzyloxy)-butane-1,4-diol). The yield is 35.5%. RXN SMILES: CO[C:3]([CH2:5][CH:6]([O:13][CH2:14][C:15]1[CH:20]=[CH:19][CH:18]=[CH:17][C:16]=1[F:21])[CH2:7]CC(OC)=O)=[O:4].[H-].[Al+3].[Li+].[H-].[H-].[H-].CC[O:30]CC>>[F:21][C:16]1[CH:17]=[CH:18][CH:19]=[CH:20][C:15]=1[CH2:14][O:13][CH:6]([CH2:5][CH2:3][OH:4])[CH2:7][OH:30] |f:1.2.3.4.5.6|. Procedure: 27 g (0.1 mol) of 2-(2-fluorobenzyloxy)-butane-1,4-dicarboxylic acid dimethyl ester were added dropwise, at 10° C., to a dispersion of 4.5 g of lithium aluminium hydride in 100 ml of absolute ether. After completion of the addition, the mixture was heated for 1 hour under reflux, and was cooled and hydrolysed with 35 ml of ice-water. After decanting the ether phase, the residue was repeatedly digested with ethanol. The combined organic phases were freed from the solvent and the residue was taken... The reactants are ClC(=O)OC(C)C (isopropyl chloroformate), NC1=C(C(=O)N(C)C)C=C(C=C1F)C=1C=C2C(=NC1)N(C=C2C2=C(C=CC=C2)OC)S(=O)(=O)C2=CC=C(C=C2)C (2-amino-3-fluoro-5-[3-(2-methoxy-phenyl)-1-(toluene-4-sulfonyl)-1H-pyrrolo[2,3-b]pyridin-5-yl]-N,N-dimethyl-benzamide), saturated aqueous solution, C([O-])(O)=O.[Na+] (sodium bicarbonate), ice. The solvent is C1(=CC=CC=C1)C (toluene), ClCCl (dichloromethane). Reaction conditions: temperature 0 celsius. Yields the product C(C)(C)OC(NC1=C(C=C(C=C1F)C=1C=C2C(=NC1)N(C=C2C2=C(C=CC=C2)OC)S(=O)(=O)C2=CC=C(C=C2)C)C(N(C)C)=O)=O ({2-dimethylcarbamoyl-6-fluoro-4-[3-(2-methoxy-phenyl)-1-(toluene-4-sulfonyl)-1H-pyrrolo[2,3-b]pyridin-5-yl]-phenyl}-carbamic acid isopropyl ester). RXN SMILES: [NH2:1][C:2]1[C:12]([F:13])=[CH:11][C:10]([C:14]2[CH:15]=[C:16]3[C:22]([C:23]4[CH:28]=[CH:27][CH:26]=[CH:25][C:24]=4[O:29][CH3:30])=[CH:21][N:20]([S:31]([C:34]4[CH:39]=[CH:38][C:37]([CH3:40])=[CH:36][CH:35]=4)(=[O:33])=[O:32])[C:17]3=[N:18][CH:19]=2)=[CH:9][C:3]=1[C:4]([N:6]([CH3:8])[CH3:7])=[O:5].C(=O)(O)[O-].[Na+].Cl[C:47]([O:49][CH:50]([CH3:52])[CH3:51])=[O:48]>ClCCl.C1(C)C=CC=CC=1>[CH:50]([O:49][C:47](=[O:48])[NH:1][C:2]1[C:12]([F:13])=[CH:11][C:10]([C:14]2[CH:15]=[C:16]3[C:22]([C:23]4[CH:28]=[CH:27][CH:26]=[CH:25][C:24]=4[O:29][CH3:30])=[CH:21][N:20]([S:31]([C:34]4[CH:35]=[CH:36][C:37]([CH3:40])=[CH:38][CH:39]=4)(=[O:32])=[O:33])[C:17]3=[N:18][CH:19]=2)=[CH:9][C:3]=1[C:4](=[O:5])[N:6]([CH3:8])[CH3:7])([CH3:52])[CH3:51] |f:1.2|. Procedure: 45 mg (0.08 mmol) of 2-amino-3-fluoro-5-[3-(2-methoxy-phenyl)-1-(toluene-4-sulfonyl)-1H-pyrrolo[2,3-b]pyridin-5-yl]-N,N-dimethyl-benzamide was dissolved in 1.0 mL dichloromethane and 1.0 mL of a saturated aqueous solution of sodium bicarbonate was added. The biphasic solution was cooled to 0° C. in an ice bath and, while stirring vigorously, 161 μL (0.161 mmol) of 1 M isopropyl chloroformate in toluene was added. The reaction was allowed to stir in the ice bath and allowed to warm to room temper...